From a dataset of the Open Reaction Database (ORD), a public repository of structured organic reaction records. describe an organic reaction: reactants, conditions, products, and yield The reactants are NC1CCC1, N#Cc1c(Cl)nc(SCc2csc(-c3ccc(Cl)cc3)n2)c(C#N)c1-c1ccc(OCCO)cc1, CN(C)C=O. Product: N#Cc1c(NC2CCC2)nc(SCc2csc(-c3ccc(Cl)cc3)n2)c(C#N)c1-c1ccc(OCCO)cc1. RXN SMILES: [CH:36]1([NH2:40])[CH2:37][CH2:38][CH2:39]1.[Cl:1][c:2]1[n:3][c:4]([S:22][CH2:23][c:24]2[n:25][c:26](-[c:29]3[cH:30][cH:31][c:32]([Cl:35])[cH:33][cH:34]3)[s:27][cH:28]2)[c:5]([C:20]#[N:21])[c:6](-[c:10]2[cH:11][cH:12][c:13]([O:16][CH2:17][CH2:18][OH:19])[cH:14][cH:15]2)[c:7]1[C:8]#[N:9].[O:41]=[CH:42][N:43]([CH3:44])[CH3:45]>>[c:2]1([NH:40][CH:36]2[CH2:37][CH2:38][CH2:39]2)[n:3][c:4]([S:22][CH2:23][c:24]2[n:25][c:26](-[c:29]3[cH:30][cH:31][c:32]([Cl:35])[cH:33][cH:34]3)[s:27][cH:28]2)[c:5]([C:20]#[N:21])[c:6](-[c:10]2[cH:11][cH:12][c:13]([O:16][CH2:17][CH2:18][OH:19])[cH:14][cH:15]2)[c:7]1[C:8]#[N:9].